Task: describe an organic reaction: reactants, conditions, products, and yield. Dataset: the Open Reaction Database (ORD), a public repository of structured organic reaction records The reactants are CC(=O)C1=CC(=C(C=C1F)Br)F (4-bromo-2,5-difluoroacetophenone), C(OCC)(OCC)=O (diethyl carbonate), [H-].[Na+] (sodium hydride). The solvent is ice. Reaction conditions: temperature 80 celsius. Yields the product BrC1=CC(=C(C(=O)CC(=O)OCC)C=C1F)F (ethyl 4-bromo-2,5-difluorobenzoylacetate). Reaction SMILES: [CH3:1][C:2]([C:4]1[C:9]([F:10])=[CH:8][C:7]([Br:11])=[C:6]([F:12])[CH:5]=1)=[O:3].[C:13](=O)([O:17]CC)[O:14][CH2:15][CH3:16].[H-].[Na+]>>[Br:11][C:7]1[C:6]([F:12])=[CH:5][C:4]([C:2]([CH2:1][C:13]([O:14][CH2:15][CH3:16])=[O:17])=[O:3])=[C:9]([F:10])[CH:8]=1 |f:2.3|. Reported procedure: To a stirred mixture of 18 g 4-bromo-2,5-difluoroacetophenone and 233 ml diethyl carbonate cooled in an ice-bath was slowly added 6.4 g sodium hydride (60% in oil). The reaction mixture was heated at 80° C. for 90 min. and then added to 700 ml ice containing 25 ml acetic acid. The aqueous mixture was extracted with ether, and the ether extracts were washed with sodium chloride solution, dried (magnesium sulfate) and concentrated. The residue was distilled, collecting the material (15.33 g) boili... Starting materials: C(C)(C)OC(=O)C=1N=COC1C1=CC(=CC=C1)COC(C)C (5-(3-isopropoxymethyl-phenyl)-oxazole-4-carboxylic acid isopropyl ester), [OH-].[Na+] (NaOH), N#N (N2), Cl (HCl). Run in C1CCOC1 (THF). Conditions: time 1.5 hour. Product: C(C)(C)OCC=1C=C(C=CC1)C1=C(N=CO1)C(=O)O (5-(3-Isopropoxymethyl-phenyl)-oxazole-4-carboxylic acid). As a reaction SMILES: N#N.C([O:6][C:7]([C:9]1[N:10]=[CH:11][O:12][C:13]=1[C:14]1[CH:19]=[CH:18][CH:17]=[C:16]([CH2:20][O:21][CH:22]([CH3:24])[CH3:23])[CH:15]=1)=[O:8])(C)C.[OH-].[Na+].Cl>C1COCC1>[CH:22]([O:21][CH2:20][C:16]1[CH:15]=[C:14]([C:13]2[O:12][CH:11]=[N:10][C:9]=2[C:7]([OH:8])=[O:6])[CH:19]=[CH:18][CH:17]=1)([CH3:24])[CH3:23] |f:2.3|. Reported procedure: In a flame dried round-bottomed flask equipped with a magnetic stir bar and under inert atmosphere (N2), a solution of 5-(3-isopropoxymethyl-phenyl)-oxazole-4-carboxylic acid isopropyl ester (78 mg, 0.26 mmol) in THF (2.5 mL) was treated with a 1N NaOH (1.3 mL). The resulting mixture was stirred for 1.5 h then acidified with 1N HCl, extracted twice with EA (2×20 mL) and the combined organic phases were washed with brine (20 mL). The organic layer was dried over MgSO4, filtered, and the solvent r... Starting materials: ClCCl, N#Cc1ccc(F)cc1, Nc1ccc2c(c1)OCCO2, C1CCOC1. Yields the product N=C(Nc1ccc2c(c1)OCCO2)c1ccc(F)cc1. RXN SMILES: [Cl:21][CH2:22][Cl:23].[F:12][c:13]1[cH:14][cH:15][c:16]([C:17]#[N:18])[cH:19][cH:20]1.[O:1]1[CH2:2][CH2:3][O:4][c:5]2[c:6]1[cH:7][cH:8][c:9]([NH2:11])[cH:10]2.[O:24]1[CH2:25][CH2:26][CH2:27][CH2:28]1>>[O:1]1[CH2:2][CH2:3][O:4][c:5]2[c:6]1[cH:7][cH:8][c:9]([NH:11][C:17]([c:16]1[cH:15][cH:14][c:13]([F:12])[cH:20][cH:19]1)=[NH:18])[cH:10]2. Reactants: O1C2COCC21 (3,4-epoxytetrahydrofuran), C(NN)(=O)OC(C)(C)C (t-butyl carbazate), C(NN)(=O)OC(C)(C)C (t-butyl carbazate). Run in CC(C)O (2-propanol). Run at temperature 90 celsius, time 3 day. Yields the product OC1C(COC1)NNC(=O)OC(C)(C)C (t-butyl 2-[(3RS,4SR)-4-hydroxytetrahydrofuran-3-yl]hydrazinecarboxylate). As a reaction SMILES: [O:1]1[CH:6]2[CH:2]1[CH2:3][O:4][CH2:5]2.[C:7]([O:11][C:12]([CH3:15])([CH3:14])[CH3:13])(=[O:10])[NH:8][NH2:9]>CC(O)C>[OH:1][CH:6]1[CH2:5][O:4][CH2:3][CH:2]1[NH:9][NH:8][C:7]([O:11][C:12]([CH3:15])([CH3:14])[CH3:13])=[O:10]. Procedure details: 3,4-epoxytetrahydrofuran (3.33 mL) and t-butyl carbazate (6.14 g) were dissolved in 2-propanol (15 mL), and the solution was heated to 90° C. After three days, t-butyl carbazate (6.3 g) was further added. After heating with stirring for further two days, the reaction mixture was cooled to room temperature and concentrated under reduced pressure. Xylene was added to the residue, and the mixture was concentrated again under reduced pressure. The residue was partitioned by adding chloroform and bri... Reactants: NC1=C2C=CC=NC2=C(C=C1)C(=O)N (5-aminoquinoline-8-carboxamide), C(C)(C)(C)OC(=O)N1C([C@H](C1)C1=CC=CC=C1)C(=O)O ((3S)-1-(tert-butoxycarbonyl)-3-phenylazetidine-2-carboxylic acid). Product: C1(=CC=CC=C1)[C@@H]1C(NC1)C(=O)NC1=C2C=CC=NC2=C(C=C1)C(=O)N (5-((3S)-3-phenylazetidine-2-carboxamido)quinoline-8-carboxamide). Reaction SMILES: [NH2:1][C:2]1[CH:11]=[CH:10][C:9]([C:12]([NH2:14])=[O:13])=[C:8]2[C:3]=1[CH:4]=[CH:5][CH:6]=[N:7]2.C(OC([N:22]1[CH2:25][C@H:24]([C:26]2[CH:31]=[CH:30][CH:29]=[CH:28][CH:27]=2)[CH:23]1[C:32](O)=[O:33])=O)(C)(C)C>>[C:26]1([C@H:24]2[CH2:25][NH:22][CH:23]2[C:32]([NH:1][C:2]2[CH:11]=[CH:10][C:9]([C:12]([NH2:14])=[O:13])=[C:8]3[C:3]=2[CH:4]=[CH:5][CH:6]=[N:7]3)=[O:33])[CH:27]=[CH:28][CH:29]=[CH:30][CH:31]=1. Procedure: The title compound was synthesized according to the procedure described for the preparation of Example 27 by using 5-aminoquinoline-8-carboxamide coupled with (3S)-1-(tert-butoxycarbonyl)-3-phenylazetidine-2-carboxylic acid, followed by de-Boc to afford Example 30. LC-MS (M+H=347, obsd=347). Reactants: BrCCOC=1C=C(C=CC1)C1=NOC2=C1SC=C2 (3-[3-(2-bromo-ethoxy)-phenyl]-thieno[2,3-d]isoxazole), C([O-])([O-])=O.[K+].[K+] (potassium carbonate), FC1=C(CN)C=CC=C1 (2-fluorobenzylamine). Solvent: C(C)#N (acetonitrile). Reaction conditions: temperature 80 celsius. The product is FC1=C(CNCCOC2=CC(=CC=C2)C2=NOC3=C2SC=C3)C=CC=C1 ((2-fluoro-benzyl)-[2-(3-thieno[2,3-d]isoxazol-3-yl-phenoxy)-ethyl]-amine). Yield: 83.4%. As a reaction SMILES: Br[CH2:2][CH2:3][O:4][C:5]1[CH:6]=[C:7]([C:11]2[C:15]3[S:16][CH:17]=[CH:18][C:14]=3[O:13][N:12]=2)[CH:8]=[CH:9][CH:10]=1.C(=O)([O-])[O-].[K+].[K+].[F:25][C:26]1[CH:33]=[CH:32][CH:31]=[CH:30][C:27]=1[CH2:28][NH2:29]>C(#N)C>[F:25][C:26]1[CH:33]=[CH:32][CH:31]=[CH:30][C:27]=1[CH2:28][NH:29][CH2:2][CH2:3][O:4][C:5]1[CH:10]=[CH:9][CH:8]=[C:7]([C:11]2[C:15]3[S:16][CH:17]=[CH:18][C:14]=3[O:13][N:12]=2)[CH:6]=1 |f:1.2.3|. Procedure details: Mix 3-[3-(2-bromo-ethoxy)-phenyl]-thieno[2,3-d]isoxazole (0.40 g, 1.23 mmol), potassium carbonate (0.341 g, 2.47 mmol), 2-fluorobenzylamine (0.626 g, 5.0 mmol) and acetonitrile (5.0 mL) and heat at 80° C., overnight. Cool the reaction mixture and filter through a Waters Sep-Pak 1 g silica cartridge (ethyl acetate). Combine the appropriate fractions and concentrate to give a residue. Purify the residue by column (10 g silica) chromatography using a solvent gradient of 40% ethyl acetate in heptane... Starting materials: COc1cc2c(c(Cl)c1Cl)C(=O)C(C)(CC1CCCC1)C2, Cl, O, c1ccncc1. The product is CC1(CC2CCCC2)Cc2cc(O)c(Cl)c(Cl)c2C1=O. Reaction SMILES: [Cl:1][c:2]1[c:3]([O:20][CH3:21])[cH:4][c:5]2[c:9]([c:10]1[Cl:11])[C:8](=[O:12])[C:7]([CH3:13])([CH2:14][CH:15]1[CH2:16][CH2:17][CH2:18][CH2:19]1)[CH2:6]2.[ClH:22].[OH2:29].[n:23]1[cH:24][cH:25][cH:26][cH:27][cH:28]1>>[Cl:1][c:2]1[c:3]([OH:20])[cH:4][c:5]2[c:9]([c:10]1[Cl:11])[C:8](=[O:12])[C:7]([CH3:13])([CH2:14][CH:15]1[CH2:16][CH2:17][CH2:18][CH2:19]1)[CH2:6]2.